The task is: describe an organic reaction: reactants, conditions, products, and yield. This data is from the Open Reaction Database (ORD), a public repository of structured organic reaction records. Reactants: ClC1=C(C=CC=C1)C=1OC(=CN1)CO ([2-(2-Chlorophenyl)-1,3-oxazol-5-yl]methanol), C1(=CC=CC=C1)P(C1=CC=CC=C1)C1=CC=CC=C1 (triphenyl-phosphine), C(Br)(Br)(Br)Br (carbon tetrabromide). Run in C1CCOC1 (THF). Reaction conditions: time 16 hour. Product: BrCC1=CN=C(O1)C1=C(C=CC=C1)Cl (5-(Bromomethyl)-2-(2-chlorophenyl)-1,3-oxazole). Reaction SMILES: [Cl:1][C:2]1[CH:7]=[CH:6][CH:5]=[CH:4][C:3]=1[C:8]1[O:9][C:10]([CH2:13]O)=[CH:11][N:12]=1.C1(P(C2C=CC=CC=2)C2C=CC=CC=2)C=CC=CC=1.C(Br)(Br)(Br)[Br:35]>C1COCC1>[Br:35][CH2:13][C:10]1[O:9][C:8]([C:3]2[CH:4]=[CH:5][CH:6]=[CH:7][C:2]=2[Cl:1])=[N:12][CH:11]=1. Procedure: 181 mg (0.77 mmol) of the compound from Example 50A and 242 mg (0.92 mmol) of triphenyl-phosphine were dissolved in 4 ml of THF, and 306 mg (0.92 mmol) of carbon tetrabromide were added at RT. The mixture was then stirred at RT for 16 h. For work-up, the mixture was filtered through 20 g of kieselguhr, the filter residue was rinsed with ethyl acetate and the filtrate was concentrated under reduced pressure. The residue was purified by preparative HPLC [Method 19]. This gave 112 mg (42% of theory... Starting materials: [OH-].[K+] (potassium hydroxide), ClCCC(C(=O)NC1=CC(=NS1)C(C)(C)C)C (4-chloro-N-[3-(1,1-dimethylethyl)-5-isothiazolyl]-2-methylbutanamide), O (water). The solvent is C(C)O.O (ethanol water), C(C)O (ethanol). Yields the product CC(C)(C)C1=NSC(=C1)N1C(C(CC1)C)=O (1-[3-(1,1-dimethylethyl)-5-isothiazolyl]-3-methyl-2-pyrrolidinone). Yield: 46.1%. As a reaction SMILES: Cl[CH2:2][CH2:3][CH:4]([CH3:17])[C:5]([NH:7][C:8]1[S:12][N:11]=[C:10]([C:13]([CH3:16])([CH3:15])[CH3:14])[CH:9]=1)=[O:6].[OH-].[K+].O>C(O)C.C(O)C.O>[CH3:14][C:13]([C:10]1[CH:9]=[C:8]([N:7]2[CH2:2][CH2:3][CH:4]([CH3:17])[C:5]2=[O:6])[S:12][N:11]=1)([CH3:16])[CH3:15] |f:1.2,5.6|. Procedure: To a stirred solution of 0.5 g of 4-chloro-N-[3-(1,1-dimethylethyl)-5-isothiazolyl]-2-methylbutanamide dissolved in 30 ml ethanol was slowly added 0.112 g of potassium hydroxide dissolved in ethanol/water. The mixture was stirred at room temperature for about one-half hour and poured into water. The solution was extracted with diethyl ether, and the organic phase was washed with water, filtered, dried, filtered again, and finally evaporated to dryness under reduced pressure. The product crystall... The reactants are CC(C)(C)OC(=O)N1CCN(c2noc3c(F)cc(F)cc23)CC1, ClCCl, Cl, C1COCCO1. Yields the product Cl, Fc1cc(F)c2onc(N3CCNCC3)c2c1. Reaction SMILES: [C:1]([O:2][C:3](=[O:4])[N:8]1[CH2:9][CH2:10][N:11]([c:14]2[n:15][o:16][c:17]3[c:18]2[cH:19][c:20]([F:24])[cH:21][c:22]3[F:23])[CH2:12][CH2:13]1)([CH3:5])([CH3:6])[CH3:7].[Cl:32][CH2:33][Cl:34].[ClH:25].[O:26]1[CH2:27][CH2:28][O:29][CH2:30][CH2:31]1>>[ClH:25].[NH:8]1[CH2:9][CH2:10][N:11]([c:14]2[n:15][o:16][c:17]3[c:18]2[cH:19][c:20]([F:24])[cH:21][c:22]3[F:23])[CH2:12][CH2:13]1. The reactants are C(C)OC(CN1C(C(C2=CC=CC=C12)(NC(=O)NC1=CC=C(C=C1)C)CC(=O)NC1=CC=C(C=C1)C)=O)OCC ((+)-1-(2,2-diethoxyethyl)-3-(4-methylphenyl)aminocarbonylmethyl-3-(N'-(4-methylphenyl)ureido)indolin-2-one), Cl (hydrochloric acid). Run in CC(=O)C (acetone). Product: C(=O)CN1C(C(C2=CC=CC=C12)(NC(=O)NC1=CC=C(C=C1)C)CC(=O)NC1=CC=C(C=C1)C)=O ((+)-1-Formylmethyl-3-(4-methylphenyl)aminocarbonylmethyl-3-(N'-(4-methylphenyl)ureido)indolin-2-one). Isolated yield 96.4%. Reaction SMILES: C([O:3][CH:4](OCC)[CH2:5][N:6]1[C:14]2[C:9](=[CH:10][CH:11]=[CH:12][CH:13]=2)[C:8]([CH2:26][C:27]([NH:29][C:30]2[CH:35]=[CH:34][C:33]([CH3:36])=[CH:32][CH:31]=2)=[O:28])([NH:15][C:16]([NH:18][C:19]2[CH:24]=[CH:23][C:22]([CH3:25])=[CH:21][CH:20]=2)=[O:17])[C:7]1=[O:37])C.Cl>CC(C)=O>[CH:4]([CH2:5][N:6]1[C:14]2[C:9](=[CH:10][CH:11]=[CH:12][CH:13]=2)[C:8]([CH2:26][C:27]([NH:29][C:30]2[CH:31]=[CH:32][C:33]([CH3:36])=[CH:34][CH:35]=2)=[O:28])([NH:15][C:16]([NH:18][C:19]2[CH:24]=[CH:23][C:22]([CH3:25])=[CH:21][CH:20]=2)=[O:17])[C:7]1=[O:37])=[O:3]. Procedure: To a solution of 0.227 g of (+)-1-(2,2-diethoxyethyl)-3-(4-methylphenyl)aminocarbonylmethyl-3-(N'-(4-methylphenyl)ureido)indolin-2-one in 5 ml of acetone was added 5 ml of 6N hydrochloric acid, followed by heating under reflux for 10 minutes. The reaction mixture was concentrated, and the residue was diluted with ethyl acetate and washed twice with an aqueous solution of sodium chloride. The organic layer was dried over anhydrous magnesium sulfate and concentrated to give 0.189 g of the title co...